This data is from the Open Reaction Database (ORD), a public repository of structured organic reaction records. The task is: describe an organic reaction: reactants, conditions, products, and yield Product: CC=1C=C(N=NC1OCC(F)(F)F)CO ((5-methyl-6-(2,2,2-trifluoroethoxy)pyridazin-3-yl)methanol). Procedure: To a solution of ethyl 5-methyl-6-(2,2,2-trifluoroethoxy)pyridazine-3-carboxylate (1.70 g, 6.43 mmol, Step-2 of Amine-48) in THF (32 mL) is added a solution of lithium borohydride in THF (3 M, 3.22 mL, 9.65 mmol) at 0° C. After stirring at 0° C. for 4 hours, the reaction is quenched with saturated aqueous sodium bicarbonate solution (50 mL). The mixture is filtered through a pad of Celite, and the filtrate is extracted with EtOAc (200 mL). The separated organic layer is washed with brine, dried ... As a reaction SMILES: [CH3:1][C:2]1[CH:3]=[C:4]([C:14](OCC)=[O:15])[N:5]=[N:6][C:7]=1[O:8][CH2:9][C:10]([F:13])([F:12])[F:11].[BH4-].[Li+]>C1COCC1>[CH3:1][C:2]1[CH:3]=[C:4]([CH2:14][OH:15])[N:5]=[N:6][C:7]=1[O:8][CH2:9][C:10]([F:12])([F:13])[F:11] |f:1.2|. Starting materials: CC=1C=C(N=NC1OCC(F)(F)F)C(=O)OCC (ethyl 5-methyl-6-(2,2,2-trifluoroethoxy)pyridazine-3-carboxylate), [BH4-].[Li+] (lithium borohydride). Solvent: C1CCOC1 (THF), C1CCOC1 (THF). The yield is 85.4%. Run at temperature 0 celsius, time 4 hour. Reactants: O=C([O-])[O-], CC(=O)OC1CCC(c2ccc(CCl)cc2)CC1, CCNCC, CN(C)C=O, [K+], [K+], O. The product is CCN(CC)Cc1ccc(C2CCC(OC(C)=O)CC2)cc1. Reaction SMILES: [C:19](=[O:20])([O-:21])[O-:22].[C:1]([CH3:2])(=[O:3])[O:4][CH:5]1[CH2:6][CH2:7][CH:8]([c:11]2[cH:12][cH:13][c:14]([CH2:17][Cl:18])[cH:15][cH:16]2)[CH2:9][CH2:10]1.[CH2:25]([CH3:26])[NH:27][CH2:28][CH3:29].[CH3:31][N:32]([CH3:33])[CH:34]=[O:35].[K+:23].[K+:24].[OH2:30]>>[C:1]([CH3:2])(=[O:3])[O:4][CH:5]1[CH2:6][CH2:7][CH:8]([c:11]2[cH:12][cH:13][c:14]([CH2:17][N:27]([CH2:25][CH3:26])[CH2:28][CH3:29])[cH:15][cH:16]2)[CH2:9][CH2:10]1. The reactants are COC(CCCCCC[C@H]1[C@@H](CCC1=O)C=CC(=O)C1=CC=CC2=CC=CC=C12)=O (trans-7-[2-(3-Naphthalen-1-yl-3-oxo-propenyl)-5-oxo-cyclopentyl]-heptanoic acid methyl ester). The reagents and catalysts are [Pd] (palladium on carbon). The solvent is C(C)(=O)OCC (ethyl acetate). Reaction conditions: time 1.5 hour. The product is COC(CCCCCC[C@H]1[C@@H](CCC1=O)CCC(=O)C1=CC=CC2=CC=CC=C12)=O (trans-7-[2-(3-Naphthalen-1-yl-3-oxo-propyl)-5-oxo-cyclopentyl]-heptanoic acid methyl ester). The yield is 69.5%. RXN SMILES: [CH3:1][O:2][C:3](=[O:30])[CH2:4][CH2:5][CH2:6][CH2:7][CH2:8][CH2:9][C@@H:10]1[C:14](=[O:15])[CH2:13][CH2:12][C@H:11]1[CH:16]=[CH:17][C:18]([C:20]1[C:29]2[C:24](=[CH:25][CH:26]=[CH:27][CH:28]=2)[CH:23]=[CH:22][CH:21]=1)=[O:19]>[Pd].C(OCC)(=O)C>[CH3:1][O:2][C:3](=[O:30])[CH2:4][CH2:5][CH2:6][CH2:7][CH2:8][CH2:9][C@@H:10]1[C:14](=[O:15])[CH2:13][CH2:12][C@H:11]1[CH2:16][CH2:17][C:18]([C:20]1[C:29]2[C:24](=[CH:25][CH:26]=[CH:27][CH:28]=2)[CH:23]=[CH:22][CH:21]=1)=[O:19]. Procedure: A mixture of trans-7-[2-(3-naphthalen-1-yl-3-oxo-propenyl)-5-oxo-cyclopentyl]-heptanoic acid methyl ester of Step A (143 mg, 0.352 mmol), 10% palladium on carbon (100 mg), and ethyl acetate (10 mL) were hydrogenated on a Parr shaker at 50 psi for 1.5 h. The catalyst was removed via filtration through Celite®. The filtrate was concentrated and the residue was purified by radial chromatography (hexanes to 25% ethyl acetate in hexanes) to provide the title compound of Step B (100 mg) as a clear and...